This data is from the Open Reaction Database (ORD), a public repository of structured organic reaction records. The task is: describe an organic reaction: reactants, conditions, products, and yield Reactants: BrC1=CC2=C(N(C(=N2)CC(C)(C)C)CCN(C)C)C=C1 (2-(5-bromo-2-neopentyl-1H-benzo[d]imidazol-1-yl)-N,N-dimethylethanamine), SCC1CCN(CC1)C(=O)OC(C)(C)C (tert-butyl 4-(mercaptomethyl)piperidine-1-carboxylate), C1(=CC=CC=C1)P(C1=CC=CC=2C(C3=CC=CC(=C3OC12)P(C1=CC=CC=C1)C1=CC=CC=C1)(C)C)C1=CC=CC=C1 (4,5-bis(diphenylphosphino)-9,9-dimethylxanthene), C(C)(C)N(C(C)C)CC (N,N-diisopropylethylamine). The reagents and catalysts are C=1C=CC(=CC1)/C=C/C(=O)/C=C/C2=CC=CC=C2.C=1C=CC(=CC1)/C=C/C(=O)/C=C/C2=CC=CC=C2.C=1C=CC(=CC1)/C=C/C(=O)/C=C/C2=CC=CC=C2.[Pd].[Pd] (tris(dibenzylideneacetone)dipalladium(0)). Run in O1CCOCC1 (1,4-dioxane). Reaction conditions: temperature 130 celsius, time 18 hour. Yields the product CN(CCN1C(=NC2=C1C=CC(=C2)SCC2CCN(CC2)C(=O)OC(C)(C)C)CC(C)(C)C)C (tert-butyl 4-((1-(2-(dimethylamino)ethyl)-2-neopentyl-1H-benzo[d]imidazol-5-ylthio)methyl)piperidine-1-carboxylate). RXN SMILES: Br[C:2]1[CH:20]=[CH:19][C:5]2[N:6]([CH2:14][CH2:15][N:16]([CH3:18])[CH3:17])[C:7]([CH2:9][C:10]([CH3:13])([CH3:12])[CH3:11])=[N:8][C:4]=2[CH:3]=1.[SH:21][CH2:22][CH:23]1[CH2:28][CH2:27][N:26]([C:29]([O:31][C:32]([CH3:35])([CH3:34])[CH3:33])=[O:30])[CH2:25][CH2:24]1.C1(P(C2C=CC=CC=2)C2C3OC4C(=CC=CC=4P(C4C=CC=CC=4)C4C=CC=CC=4)C(C)(C)C=3C=CC=2)C=CC=CC=1.C(N(CC)C(C)C)(C)C>O1CCOCC1.C1C=CC(/C=C/C(/C=C/C2C=CC=CC=2)=O)=CC=1.C1C=CC(/C=C/C(/C=C/C2C=CC=CC=2)=O)=CC=1.C1C=CC(/C=C/C(/C=C/C2C=CC=CC=2)=O)=CC=1.[Pd].[Pd]>[CH3:17][N:16]([CH3:18])[CH2:15][CH2:14][N:6]1[C:5]2[CH:19]=[CH:20][C:2]([S:21][CH2:22][CH:23]3[CH2:28][CH2:27][N:26]([C:29]([O:31][C:32]([CH3:35])([CH3:34])[CH3:33])=[O:30])[CH2:25][CH2:24]3)=[CH:3][C:4]=2[N:8]=[C:7]1[CH2:9][C:10]([CH3:13])([CH3:12])[CH3:11] |f:5.6.7.8.9|. Reported procedure: A mixture of 2-(5-bromo-2-neopentyl-1H-benzo[d]imidazol-1-yl)-N,N-dimethylethanamine (prepared in STEP A of Example 1, 1.41 g, 4.15 mmol), tert-butyl 4-(mercaptomethyl)piperidine-1-carboxylate (prepared in STEP B of Example 5, 1.20 g, 5.19 mmol), 4,5-bis(diphenylphosphino)-9,9-dimethylxanthene (120 mg, 0.208 mmol), tris(dibenzylideneacetone)dipalladium(0) (95.2 mg, 0.104 mmol) and N,N-diisopropylethylamine (1.09 mL, 6.23 mmol) in 1,4-dioxane (8.5 mL) was stirred at 130° C. for 18 h. The mixture ... Starting materials: CCOCCOCCO, COc1ccc2c(Cl)nc(Nc3cc(C)[nH]n3)cc2c1. The product is CCOCCOCCOc1nc(Nc2cc(C)[nH]n2)cc2cc(OC)ccc12. Reaction SMILES: [CH2:1]([CH3:2])[O:3][CH2:4][CH2:5][O:6][CH2:7][CH2:8][OH:9].[Cl:10][c:11]1[n:12][c:13]([NH:23][c:24]2[n:25][nH:26][c:27]([CH3:29])[cH:28]2)[cH:14][c:15]2[cH:16][c:17]([O:21][CH3:22])[cH:18][cH:19][c:20]12>>[CH2:1]([CH3:2])[O:3][CH2:4][CH2:5][O:6][CH2:7][CH2:8][O:9][c:11]1[n:12][c:13]([NH:23][c:24]2[n:25][nH:26][c:27]([CH3:29])[cH:28]2)[cH:14][c:15]2[cH:16][c:17]([O:21][CH3:22])[cH:18][cH:19][c:20]12. Yields the product O=C(O)c1c(O)cccc1SC(C(=O)O)c1ccccc1. Reaction SMILES: [Br:1][CH:2]([C:3](=[O:4])[OH:5])[c:6]1[cH:7][cH:8][cH:9][cH:10][cH:11]1.[ClH:23].[Na+:25].[OH-:24].[OH:12][c:13]1[c:14]([C:15](=[O:16])[OH:17])[c:18]([SH:22])[cH:19][cH:20][cH:21]1>>[CH:2]([C:3](=[O:4])[OH:5])([c:6]1[cH:7][cH:8][cH:9][cH:10][cH:11]1)[S:22][c:18]1[c:14]([C:15](=[O:16])[OH:17])[c:13]([OH:12])[cH:21][cH:20][cH:19]1. Starting materials: O=C(O)C(Br)c1ccccc1, Cl, [Na+], [OH-], O=C(O)c1c(O)cccc1S.